This data is from the Open Reaction Database (ORD), a public repository of structured organic reaction records. The task is: describe an organic reaction: reactants, conditions, products, and yield Reactants: BrC1=CC=C(C=C1)C=1N=C(NC1C1=CC(NC=C1)=O)C1=C(C=CC=C1)Cl (4-[4-(4-bromophenyl)-2-(2-chlorophenyl)-1H-imidazol-5-yl]pyridin-2(1H)-one). Run in C1CCOC1 (THF). Yields the product BrC1=CC=2C(=C3C(=C4C=CNC(C24)=O)NC(=N3)C3=C(C=CC=C3)Cl)C=C1 (9-bromo-2-(2-chlorophenyl)-3,6-dihydro-7H-benzo[h]imidazo[4,5-f]isoquinolin-7-one). Reaction SMILES: [Br:1][C:2]1[CH:7]=[CH:6][C:5]([C:8]2[N:9]=[C:10]([C:20]3[CH:25]=[CH:24][CH:23]=[CH:22][C:21]=3[Cl:26])[NH:11][C:12]=2[C:13]2[CH:18]=[CH:17][NH:16][C:15](=[O:19])[CH:14]=2)=[CH:4][CH:3]=1>C1COCC1>[Br:1][C:2]1[CH:7]=[CH:6][C:5]2=[C:8]3[N:9]=[C:10]([C:20]4[CH:25]=[CH:24][CH:23]=[CH:22][C:21]=4[Cl:26])[NH:11][C:12]3=[C:13]3[C:14]([C:15](=[O:19])[NH:16][CH:17]=[CH:18]3)=[C:4]2[CH:3]=1. Procedure: Using the general procedure in Example 1 Step E, the intermediate of Example 3 Step B was was irradiated under a high intensity light in THF. 1H NMR (600 MHz, DMSO) δ: 13.87 (s, 1 H), 13.76 (s, 1 H)*, 11.86 (m, 1 H)*,11.77 (m, 1 H), 10.55 (d, J=2.0 Hz, 1 H), 10.49 (d, J=2.0 Hz, 1 H)*, 8.49 (d, J=8.5 Hz, 1 H), 8.41 (d, J=8.5 Hz, 1 H)*, 7.88 (m, 1 H), 7.88 (m, 1 H)*, 7.86 (m, 1 H), 7.81 (m, 1 H)*, 7.70 (m, 1 H), 7.70 (m, 1 H)*, 7.57 (m, 3 H), 7.57 (m, 3H)*, 7.31 (m, 1 H), 7.24 (m, 1 H)* (note: * d... Starting materials: C=O (formaldehyde), C(#N)[BH3-].[Na+] (sodium cyanoborohydride), FC(C(=O)O)(F)F (trifluoroacetic acid), ClC=1C=C(OC2=CC=NC3=CC(=C(C=C23)C(=O)NCC2CCN(CC2)C(=O)OC(C)(C)C)OC)C=CC1NC(=O)NC1CC1 (tert-butyl 4-((((4-(3-chloro-4-(((cyclopropylamino)carbonyl)amino)phenoxy)-7-methoxy-6-quinolyl)carbonyl)amino)methyl)-1-piperidinecarboxylate), C([O-])(O)=O.[Na+] (sodium bicarbonate), C([O-])(O)=O.[Na+] (sodium bicarbonate). Solvent: C(C)(=O)O (acetic acid), C(C)(=O)OCC (ethyl acetate). Reaction conditions: time 2 hour. The product is CN1CCC(CC1)CNC(=O)C=1C=C2C(=CC=NC2=CC1OC)OC1=CC(=C(C=C1)NC(=O)NC1CC1)Cl (N6-(1-Methyl-4-piperidylmethyl)-4-(3-chloro-4-(((cyclopropylamino)carbonyl)amino)phenoxy)-7-methoxy-6-quinolinecarboxamide). Isolated yield 58.3%. As a reaction SMILES: FC(F)(F)C(O)=O.[Cl:8][C:9]1[CH:10]=[C:11]([CH:42]=[CH:43][C:44]=1[NH:45][C:46]([NH:48][CH:49]1[CH2:51][CH2:50]1)=[O:47])[O:12][C:13]1[C:22]2[C:17](=[CH:18][C:19]([O:40][CH3:41])=[C:20]([C:23]([NH:25][CH2:26][CH:27]3[CH2:32][CH2:31][N:30]([C:33](OC(C)(C)C)=O)[CH2:29][CH2:28]3)=[O:24])[CH:21]=2)[N:16]=[CH:15][CH:14]=1.C(=O)(O)[O-].[Na+].C=O.C([BH3-])#N.[Na+]>C(OCC)(=O)C.C(O)(=O)C>[CH3:33][N:30]1[CH2:29][CH2:28][CH:27]([CH2:26][NH:25][C:23]([C:20]2[CH:21]=[C:22]3[C:17](=[CH:18][C:19]=2[O:40][CH3:41])[N:16]=[CH:15][CH:14]=[C:13]3[O:12][C:11]2[CH:42]=[CH:43][C:44]([NH:45][C:46]([NH:48][CH:49]3[CH2:51][CH2:50]3)=[O:47])=[C:9]([Cl:8])[CH:10]=2)=[O:24])[CH2:32][CH2:31]1 |f:2.3,5.6|. Reported procedure: After adding trifluoroacetic acid (1 ml) to tert-butyl 4-((((4-(3-chloro-4-(((cyclopropylamino)carbonyl)amino)phenoxy)-7-methoxy-6-quinolyl)carbonyl)amino)methyl)-1-piperidinecarboxylate (249 mg, 0.40 mmol) at room temperature, the mixture was stirred for 2 hours. The reaction solution was poured into saturated aqueous sodium bicarbonate for neutralization and extracted 3 times with ethyl acetate, and the organic layer was dried over anhydrous sodium sulfate. After distilling off the solvent, th... The reagents and catalysts are [Pd] (Pd/C). Run in C(C)O (ethanol). RXN SMILES: [N:1]1[C:10]2[C:5](=[CH:6][CH:7]=[CH:8][N:9]=2)[CH:4]=[CH:3][CH:2]=1>C(O)C.[Pd]>[NH:9]1[C:10]2[C:5](=[CH:4][CH:3]=[CH:2][N:1]=2)[CH2:6][CH2:7][CH2:8]1. The reactants are N1=CC=CC2=CC=CN=C12 (1,8-Naphthyridine). Isolated yield 100.9%. The product is N1CCCC2=CC=CN=C12 (1,2,3,4-Tetrahydro-1,8-naphthyridine). Procedure details: 1,8-Naphthyridine (1.0 g, 7.68 mmole) was hydrogenated (50 psi) with 10% Pd/C (100 mg) in absolute ethanol (40 mL) for 18 hr. The mixture was filtered through a pad of Celite® and the filtrate was concentrated to give the title compound (1.04 g) which was sufficiently pure for use in the next step: MS (ES) m/e 135 (M+H)+.